This data is from the Open Reaction Database (ORD), a public repository of structured organic reaction records. The task is: describe an organic reaction: reactants, conditions, products, and yield The reactants are F[B-](F)(F)F, CCNCc1ccccn1, CCOC(C)=O, CCN(C(C)C)C(C)C, CN(C)C=O, O, Cc1ccc(NCC(=O)O)cc1, CN(C)C(On1nnc2ccccc21)=[N+](C)C. The product is CCN(Cc1ccccn1)C(=O)CNc1ccc(C)cc1. Reaction SMILES: [B-:32]([F:33])([F:34])([F:35])[F:36].[CH2:1]([CH3:2])[NH:3][CH2:4][c:5]1[n:6][cH:7][cH:8][cH:9][cH:10]1.[CH3:59][CH2:60][O:61][C:62](=[O:63])[CH3:64].[CH:11]([N:12]([CH2:13][CH3:14])[CH:15]([CH3:16])[CH3:17])([CH3:18])[CH3:19].[O:54]=[CH:55][N:56]([CH3:57])[CH3:58].[OH2:65].[c:20]1([CH3:31])[cH:21][cH:22][c:23]([NH:26][CH2:27][C:28](=[O:29])[OH:30])[cH:24][cH:25]1.[n:37]1([O:38][C:39]([N:40]([CH3:41])[CH3:42])=[N+:43]([CH3:44])[CH3:45])[c:46]2[cH:47][cH:48][cH:49][cH:50][c:51]2[n:52][n:53]1>>[CH2:1]([CH3:2])[N:3]([CH2:4][c:5]1[n:6][cH:7][cH:8][cH:9][cH:10]1)[C:28]([CH2:27][NH:26][c:23]1[cH:22][cH:21][c:20]([CH3:31])[cH:25][cH:24]1)=[O:29]. Starting materials: BrB(Br)Br, COc1ccc2c(C(=O)NCc3ccc(F)c(F)c3)c(C(C)C)n(Cc3ccccc3)c2c1, ClCCl. Yields the product CC(C)c1c(C(=O)NCc2ccc(F)c(F)c2)c2ccc(O)cc2n1Cc1ccccc1. As a reaction SMILES: [B:34]([Br:35])([Br:36])[Br:37].[CH2:1]([c:2]1[cH:3][cH:4][cH:5][cH:6][cH:7]1)[n:8]1[c:9]([CH:31]([CH3:32])[CH3:33])[c:10]([C:19](=[O:20])[NH:21][CH2:22][c:23]2[cH:24][c:25]([F:30])[c:26]([F:29])[cH:27][cH:28]2)[c:11]2[cH:12][cH:13][c:14]([O:17][CH3:18])[cH:15][c:16]12.[Cl:38][CH2:39][Cl:40]>>[CH2:1]([c:2]1[cH:3][cH:4][cH:5][cH:6][cH:7]1)[n:8]1[c:9]([CH:31]([CH3:32])[CH3:33])[c:10]([C:19](=[O:20])[NH:21][CH2:22][c:23]2[cH:24][c:25]([F:30])[c:26]([F:29])[cH:27][cH:28]2)[c:11]2[cH:12][cH:13][c:14]([OH:17])[cH:15][c:16]12. Starting materials: C(C1=CC=CC=C1)Br (Benzyl bromide), [N+](=O)([O-])C1=C(C=CC=C1)N1CCNCC1 (1-(2-nitrophenyl)piperazine), C([O-])([O-])=O.[K+].[K+] (potassium carbonate). Solvent: CN(C=O)C (dimethylformamide). Reaction conditions: time 2 hour. Product: C(C1=CC=CC=C1)N1CCN(CC1)C1=C(C=CC=C1)[N+](=O)[O-] (1-Benzyl-4-(2-nitrophenyl)piperazine). The yield is 56.1%. As a reaction SMILES: [CH2:1](Br)[C:2]1[CH:7]=[CH:6][CH:5]=[CH:4][CH:3]=1.[N+:9]([C:12]1[CH:17]=[CH:16][CH:15]=[CH:14][C:13]=1[N:18]1[CH2:23][CH2:22][NH:21][CH2:20][CH2:19]1)([O-:11])=[O:10].C(=O)([O-])[O-].[K+].[K+]>CN(C)C=O>[CH2:1]([N:21]1[CH2:22][CH2:23][N:18]([C:13]2[CH:14]=[CH:15][CH:16]=[CH:17][C:12]=2[N+:9]([O-:11])=[O:10])[CH2:19][CH2:20]1)[C:2]1[CH:7]=[CH:6][CH:5]=[CH:4][CH:3]=1 |f:2.3.4|. Procedure: Benzyl bromide (3.1 mL, 26 mmol) was added to a mixture of 1-(2-nitrophenyl)piperazine (4.91 g, 24 mmol) and potassium carbonate (8.2 g, 59 mmol) in dimethylformamide (30 mL) and the mixture was stirred at room temperature for 2 h. The solvent was evaporated under reduced pressure and the residue was azeotroped with xylene. The residue was diluted with ethyl acetate, washed with brine (×3), dried (MgSO4) and the solvent was evaporated under reduced pressure. The residue was purified by flash col...